Dataset: the Open Reaction Database (ORD), a public repository of structured organic reaction records. Task: describe an organic reaction: reactants, conditions, products, and yield Starting materials: Cl.Cl.N1=CC(=CC=C1)C1=CC2CNCC(C1)C2 (7-(3-pyridinyl)-3-azabicyclo[3.3.1]non-6-ene dihydrochloride), C(=O)O (formic acid). Solvent: C=O (formaldehyde). The product is Cl.Cl.CN1CC2CC(=CC(C1)C2)C=2C=NC=CC2 (3-Methyl-7-(3-pyridinyl)-3-azabicyclo[3.3.1]non-6-ene dihydrochloride). RXN SMILES: [ClH:1].Cl.[N:3]1[CH:8]=[CH:7][CH:6]=[C:5]([C:9]2[CH2:16][CH:15]3[CH2:17][CH:11]([CH2:12][NH:13][CH2:14]3)[CH:10]=2)[CH:4]=1.[CH:18](O)=O>C=O>[ClH:1].[ClH:1].[CH3:18][N:13]1[CH2:14][CH:15]2[CH2:17][CH:11]([CH2:10][C:9]([C:5]3[CH:4]=[N:3][CH:8]=[CH:7][CH:6]=3)=[CH:16]2)[CH2:12]1 |f:0.1.2,5.6.7|. Procedure details: 7-(3-pyridinyl)-3-azabicyclo[3.3.1]non-6-ene dihydrochloride (90 mg, 0.33 mmol) was dissolved in 37% aqueous formaldehyde (3 ml), and 98% formic acid (10 ml) was added. This mixture was refluxed for 1 h. The reaction was then cooled, concentrated by rotary evaporation, and treated with saturated sodium bicarbonate solution (15 ml). It was then extracted with chloroform (3×15 ml), and the extracts were dried over sodium sulfate, filtered and concentrated by rotary evaporation. Concentrated HCl (5...